From a dataset of the Open Reaction Database (ORD), a public repository of structured organic reaction records. describe an organic reaction: reactants, conditions, products, and yield Starting materials: C(C=C)ON=C1C[C@H](N(C1)C(=O)OC(C)(C)C)C(=O)O ((2S,4EZ)-4-[(allyloxy)-imino]-1-(tert-butoxycarbonyl)-2-pyrrolidinecarboxylic acid), C(C)OC1=C(C2=CC=CC=C2C=C1)C(=O)Cl (2-ethoxy-1-naphthoyl chloride), C(C)N1C2=CC=CC=C2C=2C=C(C=CC12)N (9-ethyl-9H-carbazol-3-amine). Product: C(C=C)ON=C1C[C@H](N(C1)C(=O)C1=C(C=CC2=CC=CC=C12)OCC)C(=O)NC=1C=CC=2N(C3=CC=CC=C3C2C1)CC ((2S,4EZ)-4-[(allyloxy)imino]-1-(2-ethoxy-1-naphthoyl)-N-(9-ethyl-9H-carbazol-3-yl)-2pyrrolidinecarboxamide). Reaction SMILES: [CH2:1]([O:4][N:5]=[C:6]1[CH2:10][N:9]([C:11]([O:13]C(C)(C)C)=O)[C@H:8]([C:18]([OH:20])=O)[CH2:7]1)[CH:2]=[CH2:3].[CH2:21]([O:23][C:24]1[CH:33]=[CH:32][C:31]2[C:26](=[CH:27][CH:28]=[CH:29][CH:30]=2)[C:25]=1C(Cl)=O)[CH3:22].[CH2:37]([N:39]1[C:51]2[CH:50]=[CH:49][C:48]([NH2:52])=[CH:47][C:46]=2[C:45]2[C:40]1=[CH:41][CH:42]=[CH:43][CH:44]=2)[CH3:38]>>[CH2:1]([O:4][N:5]=[C:6]1[CH2:10][N:9]([C:11]([C:25]2[C:26]3[C:31](=[CH:30][CH:29]=[CH:28][CH:27]=3)[CH:32]=[CH:33][C:24]=2[O:23][CH2:21][CH3:22])=[O:13])[C@H:8]([C:18]([NH:52][C:48]2[CH:49]=[CH:50][C:51]3[N:39]([CH2:37][CH3:38])[C:40]4[C:45]([C:46]=3[CH:47]=2)=[CH:44][CH:43]=[CH:42][CH:41]=4)=[O:20])[CH2:7]1)[CH:2]=[CH2:3]. Reported procedure: Following the general method as outlined in Example 22, starting from (2S,4EZ)-4-[(allyloxy)-imino]-1-(tert-butoxycarbonyl)-2-pyrrolidinecarboxylic acid, 2-ethoxy-1-naphthoyl chloride, and 9-ethyl-9H-carbazol-3-amine the title compound was obtained in 60% purity by LC/MS. MS(ESI+): m/z=575.4. Reactants: COC(=O)N[C@@H](C(C)C)C(=O)N1CC2(CC1C(=O)O)CCS(CC2)(=O)=O (2-{N-[(methyloxy)carbonyl]-L-valyl}-8-thia-2-azaspiro[4.5]decane-3-carboxylic acid 8,8-dioxide), C1N[C@@H](CC12OCCCO2)C=2NC=C(N2)C2=CC=C(C=C2)C2=CC=C(C=C2)C=2N=C(NC2)[C@H]2N(CCC2)C(=O)[C@H](C(C)C)NC(OC)=O (methyl [(1S)-1-({(2S)-2-[4-(4′-{2-[(3S)-6,10-dioxa-2-azaspiro[4.5]dec-3-yl]-1H-imidazol-4-yl}-4-biphenylyl)-1H-imidazol-2-yl]-1-pyrrolidinyl}carbonyl)-2-methylpropyl]carbamate). Yields the product CC([C@@H](C(=O)N1[C@@H](CCC1)C=1NC=C(N1)C1=CC=C(C=C1)C1=CC=C(C=C1)C(CNC(=O)C1N(CC2(C1)CCS(CC2)(=O)=O)C([C@H](C(C)C)NC(=O)OC)=O)=O)NC(OC)=O)C (methyl ((1S)-2-methyl-1-{[(2S)-2-(4-{-4′[({[2-((2S)-3-methyl-2-{[(methyloxy)carbonyl]amino}butanoyl)-8,8-dioxido-8-thia-2-azaspiro[4.5]dec-3-yl]carbonyl}amino)acetyl]-4-biphenylyl}-1H-imidazol-2-yl)-1-pyrrolidinyl]carbonyl}propyl)carbamate). The yield is 49.0%. Reaction SMILES: [CH3:1][O:2][C:3]([NH:5][C@H:6]([C:10]([N:12]1[CH:16]([C:17](O)=[O:18])[CH2:15][C:14]2([CH2:24][CH2:23][S:22](=[O:26])(=[O:25])[CH2:21][CH2:20]2)[CH2:13]1)=[O:11])[CH:7]([CH3:9])[CH3:8])=[O:4].C1C2(OCCCO2)C[C@@H](C2NC=C([C:42]3[CH:47]=[CH:46][C:45]([C:48]4[CH:53]=[CH:52][C:51]([C:54]5[N:55]=[C:56]([C@@H:59]6[CH2:63][CH2:62][CH2:61][N:60]6[C:64]([C@@H:66]([NH:70][C:71](=[O:74])[O:72][CH3:73])[CH:67]([CH3:69])[CH3:68])=[O:65])[NH:57][CH:58]=5)=[CH:50][CH:49]=4)=[CH:44][CH:43]=3)N=2)N1>>[CH3:68][CH:67]([CH3:69])[C@H:66]([NH:70][C:71](=[O:74])[O:72][CH3:73])[C:64]([N:60]1[CH2:61][CH2:62][CH2:63][C@H:59]1[C:56]1[NH:57][CH:58]=[C:54]([C:51]2[CH:50]=[CH:49][C:48]([C:45]3[CH:44]=[CH:43][C:42]([C:10](=[O:11])[CH2:6][NH:5][C:17]([CH:16]4[CH2:15][C:14]5([CH2:20][CH2:21][S:22](=[O:26])(=[O:25])[CH2:23][CH2:24]5)[CH2:13][N:12]4[C:10](=[O:11])[C@@H:6]([NH:5][C:3]([O:2][CH3:1])=[O:4])[CH:7]([CH3:9])[CH3:8])=[O:18])=[CH:47][CH:46]=3)=[CH:53][CH:52]=2)[N:55]=1)=[O:65]. Procedure: Prepared in 49% yield from 2-{N-[(methyloxy)carbonyl]-L-valyl}-8-thia-2-azaspiro[4.5]decane-3-carboxylic acid 8,8-dioxide (107) (100 mg, 0.26 mmol) and methyl {(1S)-1-[((2S)-2-{4-[4′-(aminoacetyl)-4-biphenylyl]-1H-imidazol-2-yl}-1-pyrrolidinyl)carbonyl]-2-methylpropyl}carbamate dihydrochloride (1) (148 mg, 0.26 mmol), in an analogous fashion as described in Example 15.